Dataset: the Open Reaction Database (ORD), a public repository of structured organic reaction records. Task: describe an organic reaction: reactants, conditions, products, and yield Starting materials: COS(=O)(=O)OC, CSc1nc(O)cc(O)n1, [Na+], [OH-]. Product: COc1cc(O)nc(SC)n1. As a reaction SMILES: [CH3:13][O:14][S:15]([O:16][CH3:17])(=[O:18])=[O:19].[CH3:1][S:2][c:3]1[n:4][c:5]([OH:10])[cH:6][c:7]([OH:9])[n:8]1.[Na+:12].[OH-:11]>>[CH3:1][S:2][c:3]1[n:4][c:5]([OH:10])[cH:6][c:7]([O:9][CH3:13])[n:8]1. Reactants: CCSC1=NC(=O)C(=Cc2ccc3c(cnn3Cc3ccc(C(F)(F)F)cc3C(F)(F)F)c2)S1, CC1CN(C2CNC2)CC(C)O1. Yields the product CC1CN(C2CN(C3=NC(=O)C(=Cc4ccc5c(cnn5Cc5ccc(C(F)(F)F)cc5C(F)(F)F)c4)S3)C2)CC(C)O1. RXN SMILES: [F:1][C:2]([c:3]1[c:4]([CH2:5][n:6]2[n:7][cH:8][c:9]3[cH:10][c:11]([CH:15]=[C:16]4[C:17](=[O:24])[N:18]=[C:19]([S:21][CH2:22][CH3:23])[S:20]4)[cH:12][cH:13][c:14]23)[cH:25][cH:26][c:27]([C:29]([F:30])([F:31])[F:32])[cH:28]1)([F:33])[F:34].[NH:35]1[CH2:36][CH:37]([N:39]2[CH2:40][CH:41]([CH3:46])[O:42][CH:43]([CH3:45])[CH2:44]2)[CH2:38]1>>[F:1][C:2]([c:3]1[c:4]([CH2:5][n:6]2[n:7][cH:8][c:9]3[cH:10][c:11]([CH:15]=[C:16]4[C:17](=[O:24])[N:18]=[C:19]([N:35]5[CH2:36][CH:37]([N:39]6[CH2:40][CH:41]([CH3:46])[O:42][CH:43]([CH3:45])[CH2:44]6)[CH2:38]5)[S:20]4)[cH:12][cH:13][c:14]23)[cH:25][cH:26][c:27]([C:29]([F:30])([F:31])[F:32])[cH:28]1)([F:33])[F:34]. Isolated yield 88.0%. Reported procedure: N-(4-Bromo-3-methyl-5-isoxazolyl)-2-toluenesulfonamide was prepared from 5-amino-4-bromo-3-methylisoxazole and 2-toluenesulfonyl chloride according to the procedures described in Example 25b. The crude product was purified by recrystallization from ethyl acetate/hexanes to give white crystalline solid, m.p. 93-96° C., yield 88%. Yields the product BrC=1C(=NOC1NS(=O)(=O)C=1C(=CC=CC1)C)C (N-(4-Bromo-3-methyl-5-isoxazolyl)-2-toluenesulfonamide). The reactants are NC1=C(C(=NO1)C)Br (5-amino-4-bromo-3-methylisoxazole), C=1(C(=CC=CC1)S(=O)(=O)Cl)C (2-toluenesulfonyl chloride). Reaction SMILES: [NH2:1][C:2]1[O:6][N:5]=[C:4]([CH3:7])[C:3]=1[Br:8].[C:9]1([CH3:19])[C:10]([S:15](Cl)(=[O:17])=[O:16])=[CH:11][CH:12]=[CH:13][CH:14]=1>>[Br:8][C:3]1[C:4]([CH3:7])=[N:5][O:6][C:2]=1[NH:1][S:15]([C:10]1[C:9]([CH3:19])=[CH:14][CH:13]=[CH:12][CH:11]=1)(=[O:17])=[O:16]. The reactants are C(CCCCC)(=O)Cl (hexanoyl chloride), NC=1C=NC2=CC=CC=C2C1NCC(C)(O)C (1-(3-aminoquinolin-4-ylamino)-2-methylpropan-2-ol), C(CCCCC)(=O)Cl (hexanoyl chloride). The yield is 59.1%. Reported procedure: To a solution of 1-(3-aminoquinolin-4-ylamino)-2-methylpropan-2-ol (CAN 129655-59-0, 0.94 g, 4.06 mmol) in dichloromethane (9.5 mL) in an inert atmosphere was added dropwise with stirring at room temperature over a period of 6 min a solution of hexanoyl chloride (422 μl, 4.47 mmol) in dichloromethane (6.4 mL). After 3 h additional hexanoyl chloride (192 μl, 2.03 mmol) was added and stirring continued for another hour and finally the mixture was concentrated in vacuo. The residue was re-dissolved... Product: CC(CN1C(=NC=2C=NC=3C=CC=CC3C21)CCCCC)(C)O (2-Methyl-1-(2-pentyl-1H-imidazo[4,5-c]quinolin-1-yl)propan-2-ol). As a reaction SMILES: [NH2:1][C:2]1[CH:3]=[N:4][C:5]2[C:10]([C:11]=1[NH:12][CH2:13][C:14]([CH3:17])([OH:16])[CH3:15])=[CH:9][CH:8]=[CH:7][CH:6]=2.[C:18](Cl)(=O)[CH2:19][CH2:20][CH2:21][CH2:22][CH3:23]>ClCCl>[CH3:15][C:14]([OH:16])([CH3:17])[CH2:13][N:12]1[C:11]2[C:10]3[CH:9]=[CH:8][CH:7]=[CH:6][C:5]=3[N:4]=[CH:3][C:2]=2[N:1]=[C:18]1[CH2:19][CH2:20][CH2:21][CH2:22][CH3:23]. Conditions: time 75 minute. Solvent: ClCCl (dichloromethane), ClCCl (dichloromethane). Yields the product [N+](=O)([O-])C=1C=C(CCN)C=CC1 (3-Nitrophenethylamine). Yield: 80.8%. Run in C(Cl)Cl (CH2Cl2). Reported procedure: A mixture of 3-nitrophenethyl azide (0.9 g, 4.69 mmol), triphenyl phosphine (1.22 g, 4.66 mmol) and CH2Cl2 (80 mL) was stirred at room temperature for 3 days. Solvent was removed and the residue was taken up in EtOH (20 mL). The solution was heated to 70° C., added 2M NaOH aqueous solution (10 mL) and stirred at room temperature for 2 hrs. A 10% HCl aqueous solution (20 mL) was then added and refluxed for 2 hrs. After the mixture cool to room temperature, it was washed with benzene, basified wit... As a reaction SMILES: [N+:1]([C:4]1[CH:5]=[C:6]([CH:12]=[CH:13][CH:14]=1)[CH2:7][CH2:8][N:9]=[N+]=[N-])([O-:3])=[O:2].C1(P(C2C=CC=CC=2)C2C=CC=CC=2)C=CC=CC=1>C(Cl)Cl>[N+:1]([C:4]1[CH:5]=[C:6]([CH:12]=[CH:13][CH:14]=1)[CH2:7][CH2:8][NH2:9])([O-:3])=[O:2]. Conditions: time 3 day. The reactants are [N+](=O)([O-])C=1C=C(CCN=[N+]=[N-])C=CC1 (3-nitrophenethyl azide), C1(=CC=CC=C1)P(C1=CC=CC=C1)C1=CC=CC=C1 (triphenyl phosphine).